Dataset: the Open Reaction Database (ORD), a public repository of structured organic reaction records. Task: describe an organic reaction: reactants, conditions, products, and yield Reactants: CCOC(=O)CN(Cc1ccc(OC)cc1OC)Cc1nc(-c2ccccc2)sc1C(=O)OCC, C1CCOC1, CC(C)(C)[O-], [K+]. Yields the product CCOC(=O)C1C(=O)c2sc(-c3ccccc3)nc2CN1Cc1ccc(OC)cc1OC. RXN SMILES: [CH2:1]([O:3][C:4](=[O:2])[c:6]1[c:7]([CH2:17][N:18]([CH2:19][C:20](=[O:21])[O:22][CH2:23][CH3:24])[CH2:25][c:26]2[c:27]([O:34][CH3:35])[cH:28][c:29]([O:32][CH3:33])[cH:30][cH:31]2)[n:8][c:9](-[c:11]2[cH:12][cH:13][cH:14][cH:15][cH:16]2)[s:10]1)[CH3:5].[CH2:42]1[O:43][CH2:44][CH2:45][CH2:46]1.[CH3:36][C:37]([CH3:38])([O-:39])[CH3:40].[K+:41]>>[O:3]=[C:4]1[c:6]2[c:7]([n:8][c:9](-[c:11]3[cH:12][cH:13][cH:14][cH:15][cH:16]3)[s:10]2)[CH2:17][N:18]([CH2:25][c:26]2[c:27]([O:34][CH3:35])[cH:28][c:29]([O:32][CH3:33])[cH:30][cH:31]2)[CH:19]1[C:20](=[O:21])[O:22][CH2:23][CH3:24]. Reactants: C1(CCCC1)C1=NC(=CC(=C1)C1=NOC(=N1)C1=CC(=C(C(=C1)C)O)CC)OC (4-[3-(2-cyclopentyl-6-methoxy-pyridin-4-yl)-[1,2,4]oxadiazol-5-yl]-2-ethyl-6-methyl-phenol), C(Cl)[C@H]1CO1 ((R)-epichlorohydrine). Solvent: C(C)(C)O (isopropanol), [OH-].[Na+] (NaOH), CC(OCC)=O (EA). Conditions: time 72 hour. Product: C1(CCCC1)C1=NC(=CC(=C1)C1=NOC(=N1)C1=CC(=C(C(=C1)C)OC[C@H]1OC1)CC)OC (2-cyclopentyl-4-[5-((S)-3-ethyl-5-methyl-4-oxiranylmethoxy-phenyl)-[1,2,4]oxadiazol-3-yl]-6-methoxy-pyridine). The yield is 55.8%. RXN SMILES: [CH:1]1([C:6]2[CH:11]=[C:10]([C:12]3[N:16]=[C:15]([C:17]4[CH:22]=[C:21]([CH3:23])[C:20]([OH:24])=[C:19]([CH2:25][CH3:26])[CH:18]=4)[O:14][N:13]=3)[CH:9]=[C:8]([O:27][CH3:28])[N:7]=2)[CH2:5][CH2:4][CH2:3][CH2:2]1.[CH2:29]([C@@H:31]1[O:33][CH2:32]1)Cl>C(O)(C)C.[OH-].[Na+].CC(=O)OCC>[CH:1]1([C:6]2[CH:11]=[C:10]([C:12]3[N:16]=[C:15]([C:17]4[CH:22]=[C:21]([CH3:23])[C:20]([O:24][CH2:29][C@@H:31]5[CH2:32][O:33]5)=[C:19]([CH2:25][CH3:26])[CH:18]=4)[O:14][N:13]=3)[CH:9]=[C:8]([O:27][CH3:28])[N:7]=2)[CH2:2][CH2:3][CH2:4][CH2:5]1 |f:3.4|. Procedure: A mixture of 4-[3-(2-cyclopentyl-6-methoxy-pyridin-4-yl)-[1,2,4]oxadiazol-5-yl]-2-ethyl-6-methyl-phenol (150 mg, 395 μmol) and (R)-epichlorohydrine (366 mg, 3.95 mmol) in isopropanol (4 mL) and 3 N aq. NaOH (1 mL) is stirred at rt for 72 h. The mixture is diluted with EA (50 mL), washed with 1 M aq. NaOH solution (20 mL) followed by brine (20 mL), dried over MgSO4, filtered and concentrated. The crude product is purified on prep. TLC plates using heptane:EA 1:1 to give 2-cyclopentyl-4-[5-((S)-3-...